This data is from the Open Reaction Database (ORD), a public repository of structured organic reaction records. The task is: describe an organic reaction: reactants, conditions, products, and yield Reactants: C12(CC3CC(CC(C1)C3)C2)C(=O)Cl (tricyclo[3.3.1.13,7 ]decane-1-carbonyl chloride), O(C1=CC=CC=C1)C=1C=C(CO)C=CC1 (3-phenoxybenzyl alcohol), N1=CC=CC=C1 (pyridine). Solvent: C1=CC=CC=C1 (benzene). Run at time 66 hour. Yields the product C12(CC3CC(CC(C1)C3)C2)C(=O)OCC2=CC(=CC=C2)OC2=CC=CC=C2 (3-phenoxybenzyl tricyclo[3.3.1.13,7 ]decane-1-carboxylate). The yield is 98.7%. As a reaction SMILES: [C:1]12([C:11](Cl)=[O:12])[CH2:10][CH:5]3[CH2:6][CH:7]([CH2:9][CH:3]([CH2:4]3)[CH2:2]1)[CH2:8]2.[O:14]([C:21]1[CH:22]=[C:23]([CH:26]=[CH:27][CH:28]=1)[CH2:24][OH:25])[C:15]1[CH:20]=[CH:19][CH:18]=[CH:17][CH:16]=1.N1C=CC=CC=1>C1C=CC=CC=1>[C:1]12([C:11]([O:25][CH2:24][C:23]3[CH:26]=[CH:27][CH:28]=[C:21]([O:14][C:15]4[CH:16]=[CH:17][CH:18]=[CH:19][CH:20]=4)[CH:22]=3)=[O:12])[CH2:8][CH:7]3[CH2:6][CH:5]([CH2:4][CH:3]([CH2:9]3)[CH2:2]1)[CH2:10]2. Procedure details: 1 g (5.03 mmol) of tricyclo[3.3.1.13,7 ]decane-1-carbonyl chloride, 1.01 g (5.04 mmol) of 3-phenoxybenzyl alcohol and 0.08 g (10.07 mmol) of anhydrous pyridine were dissolved in 30 ml of anhydrous benzene. The mixture was stirred at room temperature for 66 hours. Then the reaction was terminated. The resulting pyridine hydrochloride was removed by filtration and the filtrate was thoroughly washed with 1N hydrochloric acid, 5% sodium carbonate and then saturated saline solution, and dried over so... Starting materials: CCN(CC(=O)N1CCOc2cc([N+](=O)[O-])ccc21)C(=O)OC(C)(C)C, C1CCOC1, CO. Product: CCN(CCN1CCOc2cc([N+](=O)[O-])ccc21)C(=O)OC(C)(C)C. Reaction SMILES: [CH2:1]([CH3:2])[N:3]([C:4]([O:5][C:6]([CH3:7])([CH3:8])[CH3:9])=[O:10])[CH2:11][C:12](=[O:13])[N:14]1[c:15]2[c:16]([cH:20][c:21]([N+:24](=[O:25])[O-:26])[cH:22][cH:23]2)[O:17][CH2:18][CH2:19]1.[CH2:29]1[O:30][CH2:31][CH2:32][CH2:33]1.[CH3:27][OH:28]>>[CH2:1]([CH3:2])[N:3]([C:4]([O:5][C:6]([CH3:7])([CH3:8])[CH3:9])=[O:10])[CH2:11][CH2:12][N:14]1[c:15]2[c:16]([cH:20][c:21]([N+:24](=[O:25])[O-:26])[cH:22][cH:23]2)[O:17][CH2:18][CH2:19]1. Run at temperature 50 celsius. The yield is 83.4%. RXN SMILES: [CH3:1][O:2][C:3]1[C:4](=[O:18])[C:5]([C:15]([OH:17])=O)=[N:6][N:7]([C:9]2[CH:14]=[CH:13][CH:12]=[CH:11][CH:10]=2)[CH:8]=1.Cl.[CH3:20][NH:21][O:22][CH3:23].ON1C2C=CC=CC=2N=N1.Cl.C(N=C=NCCCN(C)C)C>CC(N(C)C)=O.C(OCC)(=O)C.C(N(CC)CC)C>[CH3:23][O:22][N:21]([CH3:20])[C:15]([C:5]1[C:4](=[O:18])[C:3]([O:2][CH3:1])=[CH:8][N:7]([C:9]2[CH:10]=[CH:11][CH:12]=[CH:13][CH:14]=2)[N:6]=1)=[O:17] |f:1.2,4.5|. The reactants are Cl.CNOC (N,O-dimethylhydroxylamine hydrochloride), ON1N=NC2=C1C=CC=C2 (1-hydroxybenzotriazole), Cl.C(C)N=C=NCCCN(C)C (1-ethyl-3-(3-dimethylaminopropyl)carbodiimide hydrochloride), COC=1C(C(=NN(C1)C1=CC=CC=C1)C(=O)O)=O (5-methoxy-4-oxo-1-phenyl-1,4-dihydropyridazine-3-carboxylic acid). Procedure: Under an argon atmosphere, 5-methoxy-4-oxo-1-phenyl-1,4-dihydropyridazine-3-carboxylic acid (40 g) was dissolved in dimethylacetamide (600 mL) by heating to 50° C., and ice-cooled. With stirring, N,O-dimethylhydroxylamine hydrochloride (23.7 g), 1-hydroxybenzotriazole (21.9 g) and 1-ethyl-3-(3-dimethylaminopropyl)carbodiimide hydrochloride (46.6 g) were added, and triethylamine (81.4 mL) was added, and the mixture was allowed to warm to room temperature and stirred for 96 hr. To the reaction mix... The solvent is C(C)N(CC)CC (triethylamine), CC(=O)N(C)C (dimethylacetamide), C(C)(=O)OCC (ethyl acetate). Product: CON(C(=O)C1=NN(C=C(C1=O)OC)C1=CC=CC=C1)C (N,5-dimethoxy-N-methyl-4-oxo-1-phenyl-1,4-dihydropyridazine-3-carboxamide). Starting materials: CCN(C(C)C)C(C)C, S=C(Cl)Cl, Nc1c(F)cccc1Cl. Product: Fc1cccc(Cl)c1N=C=S. RXN SMILES: [CH2:14]([N:15]([CH:16]([CH3:17])[CH3:18])[CH:19]([CH3:20])[CH3:21])[CH3:22].[Cl:10][C:11]([Cl:12])=[S:13].[Cl:1][c:2]1[c:3]([NH2:4])[c:5]([F:9])[cH:6][cH:7][cH:8]1>>[Cl:1][c:2]1[c:3]([N:4]=[C:11]=[S:13])[c:5]([F:9])[cH:6][cH:7][cH:8]1. The reactants are 256, C(CCCCCCCCCCCCCCCC)O (heptadecyl alcohol), NC(=O)N (urea). Reagents/catalysts: [Ni] (nickel). Yields the product C(N)(OCCCCCCCCCCCCCCCCC)=O (heptadecyl carbamate). Isolated yield 94.0%. Reaction SMILES: [CH2:1]([OH:18])[CH2:2][CH2:3][CH2:4][CH2:5][CH2:6][CH2:7][CH2:8][CH2:9][CH2:10][CH2:11][CH2:12][CH2:13][CH2:14][CH2:15][CH2:16][CH3:17].[NH2:19][C:20](N)=[O:21]>[Ni]>[C:20](=[O:21])([O:18][CH2:1][CH2:2][CH2:3][CH2:4][CH2:5][CH2:6][CH2:7][CH2:8][CH2:9][CH2:10][CH2:11][CH2:12][CH2:13][CH2:14][CH2:15][CH2:16][CH3:17])[NH2:19]. Procedure: A mixture of 256 parts of heptadecyl alcohol, 60 parts of urea and 5 parts of a cation exchanger which is commercially available under the registered name Amberlite 200 and, having been treated in accordance with Example 1, contains nickel, is heated in a stirred vessel to 140°-145° C., whilst stirring. After filtering off the exchanger whilst the reaction solution is hot, 280 parts of heptadecyl carbamate are obtained. This corresponds to a yield of 94% of theory. The product has a melting poin... Reactants: COC=1C=C(C=CC1OC)C=CC(=O)O (3-(3,4-dimethoxy-phenyl)-acrylic acid), CCCC(CCC)N (4-heptylamine). Yields the product COC=1C=C(C=CC1OC)C=CC(=O)NC(CCC)CCC (3-(3,4-Dimethoxy-phenyl)-N-(1-propyl-butyl)-acrylamide). As a reaction SMILES: [CH3:1][O:2][C:3]1[CH:4]=[C:5]([CH:11]=[CH:12][C:13]([OH:15])=O)[CH:6]=[CH:7][C:8]=1[O:9][CH3:10].[CH3:16][CH2:17][CH2:18][CH:19]([NH2:23])[CH2:20][CH2:21][CH3:22]>>[CH3:1][O:2][C:3]1[CH:4]=[C:5]([CH:11]=[CH:12][C:13]([NH:23][CH:19]([CH2:20][CH2:21][CH3:22])[CH2:18][CH2:17][CH3:16])=[O:15])[CH:6]=[CH:7][C:8]=1[O:9][CH3:10]. Reported procedure: Prepared in a similar manner as described in example 4 from 3-(3,4-dimethoxy-phenyl)-acrylic acid and 4-heptylamine. MS (M+H, 306.2).